This data is from the Open Reaction Database (ORD), a public repository of structured organic reaction records. The task is: describe an organic reaction: reactants, conditions, products, and yield Reactants: ClC(C(OC(C)(C)C)=N)(Cl)Cl (t-butyl 2,2,2-trichloroacetimidate), boron trifluoride-diethyl, ClC=1C=CC(=C(C1)CC1=CC=CC(=N1)C(=O)O)O (6-[(5-chloro-2-hydroxyphenyl)methyl]-2-pyridine-carboxylic acid). Solvent: ClCCl (Dichloromethane), ClCCl (dichloromethane). Conditions: time 44 hour. Product: ClC=1C=CC(=C(C1)CC1=CC=CC(=N1)C(=O)O)OC(C)(C)C (6-({5-Chloro-2-[(1,1-dimethylethyl)oxy]phenyl}methyl)-2-pyridine-carboxylic acid). Yield: 24.0%. As a reaction SMILES: [Cl:1][C:2]1[CH:3]=[CH:4][C:5]([OH:18])=[C:6]([CH2:8][C:9]2[N:14]=[C:13]([C:15]([OH:17])=[O:16])[CH:12]=[CH:11][CH:10]=2)[CH:7]=1.ClC(Cl)(Cl)C(=N)O[C:23]([CH3:26])([CH3:25])[CH3:24]>ClCCl>[Cl:1][C:2]1[CH:3]=[CH:4][C:5]([O:18][C:23]([CH3:26])([CH3:25])[CH3:24])=[C:6]([CH2:8][C:9]2[N:14]=[C:13]([C:15]([OH:17])=[O:16])[CH:12]=[CH:11][CH:10]=2)[CH:7]=1. Procedure details: To a solution/suspension of 6-[(5-chloro-2-hydroxyphenyl)methyl]-2-pyridine-carboxylic acid (308 mg) in dry dichloromethane (12 ml) was added t-butyl 2,2,2-trichloroacetimidate (1.67 ml) and boron trifluoride-diethyl etherate (0.05 ml) and the mixture stirred under argon at ambient temperature for 44 hours. Dichloromethane (15 ml) was added and the mixture washed with saturated sodium bicarbonate solution (15 ml). The aqueous layer was extracted with dichloromethane (2×15 ml) and the combined or...